Dataset: the Open Reaction Database (ORD), a public repository of structured organic reaction records. Task: describe an organic reaction: reactants, conditions, products, and yield As a reaction SMILES: Cl.[C:2]([C:4]1[CH:5]=[CH:6][C:7]([N:10]2[CH2:15][CH2:14][CH:13]([NH:16]C(=O)C)[CH2:12][CH2:11]2)=[N:8][CH:9]=1)#[N:3].[OH-].[Na+]>>[NH2:16][CH:13]1[CH2:14][CH2:15][N:10]([C:7]2[CH:6]=[CH:5][C:4]([C:2]#[N:3])=[CH:9][N:8]=2)[CH2:11][CH2:12]1 |f:2.3|. Reactants: Cl (HCl), C(#N)C=1C=CC(=NC1)N1CCC(CC1)NC(C)=O (N-(1-(5-cyanopyridin-2-yl)piperidin-4-yl)acetamide), [OH-].[Na+] (NaOH). Yields the product NC1CCN(CC1)C1=NC=C(C#N)C=C1 (6-(4-aminopiperidin-1-yl)nicotinonitrile). Procedure details: 2N HCl (3 mL) was added to N-(1-(5-cyanopyridin-2-yl)piperidin-4-yl)acetamide (300 mg, 1.22 mmol) and the reaction mixture was stirred at 100° C. for 5 h. The reaction mixture was cooled to room temperature and the pH of the aqueous layer was adjusted to 8-9 using 10% NaOH solution. The product was extracted with CH2Cl2 and the combined extracts were washed with water and brine, dried over anhydrous sodium sulfate, and concentrated under reduced pressure to afford 6-(4-aminopiperidin-1-yl)nicoti... Isolated yield 85.1%. Conditions: temperature 100 celsius, time 5 hour. Reaction SMILES: [NH2:1][C:2]1[CH:7]=[CH:6][CH:5]=[CH:4][N:3]=1.C1CCC(N=C=NC2CCCCC2)CC1.[CH3:23][C:24]1[CH:28]=[C:27]([CH2:29][C:30](O)=[O:31])[O:26][N:25]=1>C1COCC1>[N:3]1[CH:4]=[CH:5][CH:6]=[CH:7][C:2]=1[NH:1][C:30](=[O:31])[CH2:29][C:27]1[O:26][N:25]=[C:24]([CH3:23])[CH:28]=1. Run in C1CCOC1 (THF), C1CCOC1 (THF). Product: N1=C(C=CC=C1)NC(CC1=CC(=NO1)C)=O (N-pyridyl-3-methyl-5-isoxazoleacetamide). Starting materials: N-pyridyl-3-methylisoxazoleacetamides, NC1=NC=CC=C1 (aminopyridine), CC1=NOC(=C1)CC(=O)O (3-methyl-5-isoxazole acetic acid), C1CCC(CC1)N=C=NC2CCCCC2 (DCC). Run at time 8 hour. Procedure details: General method for synthesis of N-pyridyl-3-methylisoxazoleacetamides: The desired aminopyridine (0.94 g, 10 mmol) was dissolved in 20 mL of THF at 0° C. and treated with DCC (2.06 g, 10 mmol), followed with a solution of 3-methyl-5-isoxazole acetic acid (1.41 g, 10 mmol) in 10 mL of THF. After stirring at rt overnight the solvent was removed in vacuo and the residue was purified by chromatography (10% MeOH/CH2Cl2), affording the desired N-pyridyl-3-methyl-5-isoxazoleacetamide. Starting materials: O1[C@H](C1)CN1C(C=2C(C1=O)=CC=CC2)=O (N-[(2S)-oxiran-2-ylmethyl]-phthalimide), SC=1SC2=C(N1)C=CC=C2 (2-mercaptobenzothiazole). The solvent is CCO (EtOH). The product is S1C(=NC2=C1C=CC=C2)SC[C@H](CN2C(C=1C(C2=O)=CC=CC1)=O)O (N-[(2S)-3-(1,3-benzothiazol-2-ylthio)-2-hydroxypropyl]-phthalimide). Yield: 76.0%. As a reaction SMILES: [O:1]1[CH2:3][C@@H:2]1[CH2:4][N:5]1[C:9](=[O:10])[C:8]2=[CH:11][CH:12]=[CH:13][CH:14]=[C:7]2[C:6]1=[O:15].[SH:16][C:17]1[S:18][C:19]2[CH:25]=[CH:24][CH:23]=[CH:22][C:20]=2[N:21]=1>CCO>[S:18]1[C:19]2[CH:25]=[CH:24][CH:23]=[CH:22][C:20]=2[N:21]=[C:17]1[S:16][CH2:3][C@@H:2]([OH:1])[CH2:4][N:5]1[C:9](=[O:10])[C:8]2=[CH:11][CH:12]=[CH:13][CH:14]=[C:7]2[C:6]1=[O:15]. Procedure: A suspension of N-[(2S)-oxiran-2-ylmethyl]-phthalimide (18.4 g, 90.6 mmol) and 2-mercaptobenzothiazole (15.8 g, 94.5 mmol) in EtOH (530 mL) was heated to reflux for 14.5 h. The reaction was then cooled and concentrated under reduced pressure. The crude mixture was crystallized from ethanol and filtered to provide N-[(2S)-3-(1,3-benzothiazol-2-ylthio)-2-hydroxypropyl]-phthalimide (25.5 g, 76%) as a solid. Data for N-[(2S)-3-(1,3-benzothiazol-2-ylthio)-2-hydroxypropyl]-phthalimide: 1H NMR (300 MHz... Reactants: Cl.Cl.C(C)(=O)OC=1C=C2C(=NC=NC2=CC1OC)NC1=C(C=CC(=C1)NC(=O)C1=CC(=NC=C1)N1CCOCC1)C (6-acetoxy-7-methoxy-4-[2-methyl-5-(2-morpholinopyridine-4-carboxamido)anilino]quinazoline dihydrochloride), N (ammonia). Reaction conditions: temperature 50 celsius. Yields the product OC=1C=C2C(=NC=NC2=CC1OC)NC1=C(C=CC(=C1)NC(=O)C1=CC(=NC=C1)N1CCOCC1)C (6-Hydroxy-7-methoxy-4-[2-methyl-5-(2-morpholinopyridine-4-carboxamido)anilino]quinazoline). The yield is 78.3%. Reaction SMILES: Cl.Cl.C([O:6][C:7]1[CH:8]=[C:9]2[C:14](=[CH:15][C:16]=1[O:17][CH3:18])[N:13]=[CH:12][N:11]=[C:10]2[NH:19][C:20]1[CH:25]=[C:24]([NH:26][C:27]([C:29]2[CH:34]=[CH:33][N:32]=[C:31]([N:35]3[CH2:40][CH2:39][O:38][CH2:37][CH2:36]3)[CH:30]=2)=[O:28])[CH:23]=[CH:22][C:21]=1[CH3:41])(=O)C.N>>[OH:6][C:7]1[CH:8]=[C:9]2[C:14](=[CH:15][C:16]=1[O:17][CH3:18])[N:13]=[CH:12][N:11]=[C:10]2[NH:19][C:20]1[CH:25]=[C:24]([NH:26][C:27]([C:29]2[CH:34]=[CH:33][N:32]=[C:31]([N:35]3[CH2:36][CH2:37][O:38][CH2:39][CH2:40]3)[CH:30]=2)=[O:28])[CH:23]=[CH:22][C:21]=1[CH3:41] |f:0.1.2|. Procedure details: A mixture of 6-acetoxy-7-methoxy-4-[2-methyl-5-(2-morpholinopyridine-4-carboxamido)anilino]quinazoline dihydrochloride (150 mg) and methanolic ammonia (2 ml) was stirred and heated to 50° C. for 48 hours. The mixture was allowed to cool to ambient temperature and the resultant solid was isolated and washed with diethyl ether (10 ml). There was thus obtained the title compound (95 mg, 78%); NMR: 2.12 (s, 3H), 3.51 (m, 4H), 3.7 (m, 4H), 3.97 (s, 3H), 7.09 (m, 1H), 7.12 (s, 1H), 7.23 (m, 2H), 7.57 ... Starting materials: C(=CCC)O (buten-1-ol), N(=[N+]=[N-])C[Si](C)(C)C ((Azidomethyl)trimethylsilane), C#CCCC (pent-1-yne), O[C@@H](CO)[C@H]1OC(C(=C1[O-])O)=O.[Na+] (sodium (R)-2-((S)-1,2-dihydroxyethyl)-4-hydroxy-5-oxo-2,5-dihydrofuran-3-olate). Reagents/catalysts: S(=O)(=O)([O-])[O-].[Cu+2] (copper (II) sulfate). The solvent is O (water). Run at time 4 day. The product is C(CC)C=1N=NN(C1)C[Si](C)(C)C (4-propyl-1-((trimethylsilyl)methyl)-1H-1,2,3-triazole). Reaction SMILES: [N:1]([CH2:4][Si:5]([CH3:8])([CH3:7])[CH3:6])=[N+:2]=[N-:3].[CH:9]#[C:10][CH2:11][CH2:12][CH3:13].O[C@H]([C@@H]1C([O-])=C(O)C(=O)O1)CO.[Na+].C(O)=CCC>S([O-])([O-])(=O)=O.[Cu+2].O>[CH2:11]([C:10]1[N:3]=[N:2][N:1]([CH2:4][Si:5]([CH3:8])([CH3:7])[CH3:6])[CH:9]=1)[CH2:12][CH3:13] |f:2.3,5.6|. Reported procedure: (Azidomethyl)trimethylsilane, pent-1-yne, copper (II) sulfate and sodium (R)-2-((S)-1,2-dihydroxyethyl)-4-hydroxy-5-oxo-2,5-dihydrofuran-3-olate) were added to a 1:2 solution of water:buten-1-ol. The reaction was stirred for about 4 days and t-butanol and water were removed, producing a 4-propyl-1-((trimethylsilyl)methyl)-1H-1,2,3-triazole solid. Reactants: Cc1cc(N2CCC(N3CCCC3C)C2)ccc1N, O=C(O)c1ccc2c(c1)OCO2. Yields the product Cc1cc(N2CCC(N3CCCC3C)C2)ccc1NC(=O)c1ccc2c(c1)OCO2. RXN SMILES: [CH3:1][c:2]1[c:3]([NH2:19])[cH:4][cH:5][c:6]([N:8]2[CH2:9][CH:10]([N:13]3[CH:14]([CH3:18])[CH2:15][CH2:16][CH2:17]3)[CH2:11][CH2:12]2)[cH:7]1.[O:20]1[CH2:21][O:22][c:23]2[c:24]1[cH:25][cH:26][c:27]([C:29](=[O:30])[OH:31])[cH:28]2>>[CH3:1][c:2]1[c:3]([NH:19][C:29]([c:27]2[cH:26][cH:25][c:24]3[c:23]([cH:28]2)[O:22][CH2:21][O:20]3)=[O:30])[cH:4][cH:5][c:6]([N:8]2[CH2:9][CH:10]([N:13]3[CH:14]([CH3:18])[CH2:15][CH2:16][CH2:17]3)[CH2:11][CH2:12]2)[cH:7]1. The reactants are OC(CC=O)(C)C (3-hydroxy-3-methylbutanal), FC1=C(C=CC(=C1)F)C=1N=C2OC=CN2C1C=1N=NC(=CC1)NN (6-(2,4-difluorophenyl)-5-(6-hydrazinylpyridazin-3-yl)imidazo[2,1-b]oxazole), C(C)(=O)O.C(C)(=O)O.IC1=CC=CC=C1 (Iodobenzene diacetate). The solvent is C(Cl)Cl (DCM). Run at time 1 hour. Product: FC1=C(C=CC(=C1)F)C=1N=C2OC=CN2C1C=1C=CC=2N(N1)C(=NN2)CC(C)(O)C (1-(6-(6-(2,4-Difluorophenyl)imidazo[2,1-b]oxazol-5-yl)-[1,2,4]triazolo[4,3-b]pyridazin-3-yl)-2-methylpropan-2-ol). The yield is 33.5%. RXN SMILES: [OH:1][C:2]([CH3:7])([CH3:6])[CH2:3][CH:4]=O.[F:8][C:9]1[CH:14]=[C:13]([F:15])[CH:12]=[CH:11][C:10]=1[C:16]1[N:17]=[C:18]2[N:22]([C:23]=1[C:24]1[N:25]=[N:26][C:27]([NH:30][NH2:31])=[CH:28][CH:29]=1)[CH:21]=[CH:20][O:19]2.C(O)(=O)C.C(O)(=O)C.IC1C=CC=CC=1>C(Cl)Cl>[F:8][C:9]1[CH:14]=[C:13]([F:15])[CH:12]=[CH:11][C:10]=1[C:16]1[N:17]=[C:18]2[N:22]([C:23]=1[C:24]1[CH:29]=[CH:28][C:27]3[N:26]([C:4]([CH2:3][C:2]([CH3:7])([OH:1])[CH3:6])=[N:31][N:30]=3)[N:25]=1)[CH:21]=[CH:20][O:19]2 |f:2.3.4|. Reported procedure: To round bottom flask, 3-hydroxy-3-methylbutanal (0.178 g, 1.185 mmol) and 6-(2,4-difluorophenyl)-5-(6-hydrazinylpyridazin-3-yl)imidazo[2,1-b]oxazole (0.3 g, 0.859 mmol) and DCM 5 mL were added. The reaction mixture was stirred at about ambient temperature for about 1 h. Iodobenzene diacetate (0.38 g, 1.18 mmol) was added and was stirred at ambient temperature for overnight. The reaction mixture was quenched with water. The aqueous phase was extracted with DCM and the organic layer was concentra... Reactants: ClC1=NC(=CC=C1[N+](=O)[O-])C(F)(F)F (2-Chloro-3-nitro-6-trifluoromethylpyridine), [H][H] (hydrogen). Reagents/catalysts: [Pt](=O)=O (platinum(IV) oxide). Run in C(C)(=O)OCC (ethyl acetate). The product is NC=1C(=NC(=CC1)C(F)(F)F)Cl (3-Amino-2-chloro-6-trifluoromethylpyridine). Isolated yield 100.0%. Reaction SMILES: [Cl:1][C:2]1[C:7]([N+:8]([O-])=O)=[CH:6][CH:5]=[C:4]([C:11]([F:14])([F:13])[F:12])[N:3]=1.[H][H]>C(OCC)(=O)C.[Pt](=O)=O>[NH2:8][C:7]1[C:2]([Cl:1])=[N:3][C:4]([C:11]([F:13])([F:12])[F:14])=[CH:5][CH:6]=1. Procedure details: 2-Chloro-3-nitro-6-trifluoromethylpyridine (22.7 g, 0.10 mol) and platinum(IV) oxide (500 mg) in ethyl acetate (500 ml) were hydrogenated at 20 psi hydrogen for 2 hrs, then the catalyst was removed by filtration. The filtrate was concentrated to give the product as a tan solid (19.5 g, 0.1 mol, 99% yield).